This data is from the Open Reaction Database (ORD), a public repository of structured organic reaction records. The task is: describe an organic reaction: reactants, conditions, products, and yield Reactants: COC([C@@H](NC(C1=C(C=CC=C1Cl)Cl)=O)CC1=CC=C(C=C1)C1=C(C=CC=C1)S(=O)C)=O (N-(2,6-dichlorobenzoyl)-4-[2-(methylsulfinyl)phenyl]-L-phenylalanine methyl ester), [Li+].[OH-] (LiOH). Yields the product ClC1=C(C(=O)N[C@@H](CC2=CC=C(C=C2)C2=C(C=CC=C2)S(=O)C)C(=O)O)C(=CC=C1)Cl (N-(2,6-dichlorobenzoyl)-4-[2-(methylsulfinyl)phenyl]-L-phenylalanine). Reaction SMILES: C[O:2][C:3](=[O:32])[C@H:4]([CH2:16][C:17]1[CH:22]=[CH:21][C:20]([C:23]2[CH:28]=[CH:27][CH:26]=[CH:25][C:24]=2[S:29]([CH3:31])=[O:30])=[CH:19][CH:18]=1)[NH:5][C:6](=[O:15])[C:7]1[C:12]([Cl:13])=[CH:11][CH:10]=[CH:9][C:8]=1[Cl:14].[Li+].[OH-]>>[Cl:14][C:8]1[CH:9]=[CH:10][CH:11]=[C:12]([Cl:13])[C:7]=1[C:6]([NH:5][C@H:4]([C:3]([OH:32])=[O:2])[CH2:16][C:17]1[CH:22]=[CH:21][C:20]([C:23]2[CH:28]=[CH:27][CH:26]=[CH:25][C:24]=2[S:29]([CH3:31])=[O:30])=[CH:19][CH:18]=1)=[O:15] |f:1.2|. Procedure details: N-(2,6-dichlorobenzoyl)-4-[2-(methylsulfinyl)phenyl]-L-phenylalanine methyl ester (a mixture of two diastereomers) was hydrolyzed with LiOH as described for in Example 1-5) to yield N-(2,6-dichlorobenzoyl)-4-[2-(methylsulfinyl)phenyl]-L-phenylalanine (a mixture of two diastereomers). The mixture was taken up in CH2Cl2 and the solid was collected by filtration, washed with CH2Cl2, and dried to yield one diastereomer of N-(2,6-dichlorobenzoyl)-4-[2-(methylsulfinyl)phenyl]-L-phenylalanine (80 mg) (... Yields the product C(#N)C=1C=C(C(=O)NNC2=CC=C(C(=O)OC)C=C2)C=CC1 (methyl 4-[2-(3-cyanobenzoyl)hydrazino]benzoate). Run in ClCCl (dichloromethane). RXN SMILES: [C:1]([C:3]1[CH:4]=[C:5]([CH:9]=[CH:10][CH:11]=1)[C:6]([OH:8])=O)#[N:2].ON1C2C=CC=CC=2N=N1.C1(N=C=NC2CCCCC2)CCCCC1.[NH:37]([C:39]1[CH:48]=[CH:47][C:42]([C:43]([O:45][CH3:46])=[O:44])=[CH:41][CH:40]=1)[NH2:38]>ClCCl>[C:1]([C:3]1[CH:4]=[C:5]([CH:9]=[CH:10][CH:11]=1)[C:6]([NH:38][NH:37][C:39]1[CH:40]=[CH:41][C:42]([C:43]([O:45][CH3:46])=[O:44])=[CH:47][CH:48]=1)=[O:8])#[N:2]. Run at time 0.5 hour. Reported procedure: At 0° C., to a suspension of 3-cyanobenzoic acid (0.62 g, 4.2 mmol) in dichloromethane (15 mL) is added THE dropwise until the system became homogenous, which is followed by the addition of 1-hydroxybenzotriazole (0.57 g, 4.2 mmol) and dicyclohexylcarbodiimide (0.87 g, 4.2 mmol). The mixture is brought to room temperature slowly and stirred for 0.5 h. To the mixture, methyl 4-hydrazinobenzoate (0.63 g, 3.8 mmol) is added and the mixture is stirred for 2 hr. The precipitate is then removed by fil... Yield: 60.6%. The reactants are N(N)C1=CC=C(C(=O)OC)C=C1 (methyl 4-hydrazinobenzoate), ON1N=NC2=C1C=CC=C2 (1-hydroxybenzotriazole), C1(CCCCC1)N=C=NC1CCCCC1 (dicyclohexylcarbodiimide), C(#N)C=1C=C(C(=O)O)C=CC1 (3-cyanobenzoic acid). The reactants are [Br-], O=S(=O)(Oc1ccc2c(ccn2-c2ccc(Br)cc2)c1)C(F)(F)F, C#CCCCO, C1CCNCC1, [Li+]. The product is OCCCC#Cc1ccc2c(ccn2-c2ccc(Br)cc2)c1. Reaction SMILES: [Br-:25].[Br:1][c:2]1[cH:3][cH:4][c:5](-[n:8]2[cH:9][cH:10][c:11]3[cH:12][c:13]([O:17][S:18]([C:19]([F:20])([F:21])[F:22])(=[O:23])=[O:24])[cH:14][cH:15][c:16]23)[cH:6][cH:7]1.[CH2:27]([CH2:28][CH2:29][C:30]#[CH:31])[OH:32].[CH2:33]1[CH2:34][CH2:35][NH:36][CH2:37][CH2:38]1.[Li+:26]>>[Br:1][c:2]1[cH:3][cH:4][c:5](-[n:8]2[cH:9][cH:10][c:11]3[cH:12][c:13]([C:31]#[C:30][CH2:29][CH2:28][CH2:27][OH:32])[cH:14][cH:15][c:16]23)[cH:6][cH:7]1. Starting materials: O=[N+]([O-])c1ccn(Cc2ccccc2)n1, NN, C1CCOC1. Yields the product Nc1ccn(Cc2ccccc2)n1. Reaction SMILES: [CH2:1]([c:2]1[cH:3][cH:4][cH:5][cH:6][cH:7]1)[n:8]1[n:9][c:10]([N+:13]([O-:14])=[O:15])[cH:11][cH:12]1.[NH2:21][NH2:22].[O:16]1[CH2:17][CH2:18][CH2:19][CH2:20]1>>[CH2:1]([c:2]1[cH:3][cH:4][cH:5][cH:6][cH:7]1)[n:8]1[n:9][c:10]([NH2:13])[cH:11][cH:12]1. The reactants are O.[OH-].[Li+] (lithium hydroxide monohydrate), COC([C@H](CC1CCCCC1)N1C(C2=CC=CC(=C2C1)F)=O)=O ((S)-3-cyclohexyl-2-(4-fluoro-1-oxo-1,3-dihydro-isoindol-2-yl)-propionic acid methyl ester), Cl (hydrochloric acid). Solvent: O (water), O1CCCC1 (tetrahydrofuran). Yields the product C1(CCCCC1)C[C@@H](C(=O)O)N1C(C2=CC=CC(=C2C1)F)=O ((S)-3-cyclohexyl-2-(4-fluoro-1-oxo-1,3-dihydro-isoindol-2-yl)-propionic acid). Yield: 77.7%. Reaction SMILES: C[O:2][C:3](=[O:23])[C@@H:4]([N:12]1[CH2:20][C:19]2[C:14](=[CH:15][CH:16]=[CH:17][C:18]=2[F:21])[C:13]1=[O:22])[CH2:5][CH:6]1[CH2:11][CH2:10][CH2:9][CH2:8][CH2:7]1.O.[OH-].[Li+].Cl>O1CCCC1.O>[CH:6]1([CH2:5][C@H:4]([N:12]2[CH2:20][C:19]3[C:14](=[CH:15][CH:16]=[CH:17][C:18]=3[F:21])[C:13]2=[O:22])[C:3]([OH:23])=[O:2])[CH2:11][CH2:10][CH2:9][CH2:8][CH2:7]1 |f:1.2.3|. Procedure: A mixture of (S)-3-cyclohexyl-2-(4-fluoro-1-oxo-1,3-dihydro-isoindol-2-yl)-propionic acid methyl ester (311 mg, 0.97 mmol) in tetrahydrofuran (6 mL) at room temperature was treated with a mixture of lithium hydroxide monohydrate (82 mg, 1.95 mL) in water (6 mL). The reaction mixture was then stirred at room temperature until the reaction was complete by TLC (˜2 h). After this time, the reaction mixture was treated with 1N aqueous hydrochloric acid solution until the pH=2. The reaction mixture wa...